describe an organic reaction: reactants, conditions, products, and yield From a dataset of the Open Reaction Database (ORD), a public repository of structured organic reaction records. Reactants: BrC=1C=CC(=NC1)C=1N(C=C(N1)C(F)(F)F)COCC[Si](C)(C)C (5-bromo-2-[4-(trifluoromethyl)-1-{[2-(trimethylsilyl)ethoxy]methyl}-1H-imidazol-2-yl]pyridine), CC1=CC(=NC=C1B1OC(C(O1)(C)C)(C)C)OCC1(CCC1)C(=O)OCC (ethyl 1-({[4-methyl-5-(4,4,5,5-tetramethyl-1,3,2-dioxaborolan-2-yl)pyridin-2-yl]oxy}methyl)-cyclobutanecarboxylate), C([O-])([O-])=O.[Na+].[Na+] (sodium carbonate). Solvent: CN(C=O)C (N,N-dimethylformamide). Reaction conditions: temperature 65 celsius, time 2 hour. Yields the product CC1=C(C=NC(=C1)OCC1(CCC1)C(=O)OCC)C=1C=NC(=CC1)C=1N(C=C(N1)C(F)(F)F)COCC[Si](C)(C)C (ethyl 1-[({4-methyl-6′-[4-(trifluoromethyl)-1-{[2-(trimethylsilyl)ethoxy]methyl}-1H-imidazol-2-yl]-3,3′-bipyridin-6-yl}oxy)methyl]-cyclobutanecarboxylate). Isolated yield 72.8%. RXN SMILES: Br[C:2]1[CH:3]=[CH:4][C:5]([C:8]2[N:9]([CH2:17][O:18][CH2:19][CH2:20][Si:21]([CH3:24])([CH3:23])[CH3:22])[CH:10]=[C:11]([C:13]([F:16])([F:15])[F:14])[N:12]=2)=[N:6][CH:7]=1.[CH3:25][C:26]1[C:31](B2OC(C)(C)C(C)(C)O2)=[CH:30][N:29]=[C:28]([O:41][CH2:42][C:43]2([C:47]([O:49][CH2:50][CH3:51])=[O:48])[CH2:46][CH2:45][CH2:44]2)[CH:27]=1.C(=O)([O-])[O-].[Na+].[Na+]>CN(C)C=O>[CH3:25][C:26]1[CH:27]=[C:28]([O:41][CH2:42][C:43]2([C:47]([O:49][CH2:50][CH3:51])=[O:48])[CH2:46][CH2:45][CH2:44]2)[N:29]=[CH:30][C:31]=1[C:2]1[CH:7]=[N:6][C:5]([C:8]2[N:9]([CH2:17][O:18][CH2:19][CH2:20][Si:21]([CH3:24])([CH3:23])[CH3:22])[CH:10]=[C:11]([C:13]([F:16])([F:15])[F:14])[N:12]=2)=[CH:4][CH:3]=1 |f:2.3.4|. Reported procedure: N,N-dimethylformamide (3 mL) was added to 5-bromo-2-[4-(trifluoromethyl)-1-{[2-(trimethylsilyl)ethoxy]methyl}-1H-imidazol-2-yl]pyridine (338 mg), ethyl 1-({[4-methyl-5-(4,4,5,5-tetramethyl-1,3,2-dioxaborolan-2-yl)pyridin-2-yl]oxy}methyl)-cyclobutanecarboxylate (300 mg) and palladium chloride (dppf) methylene chloride complex (33 mg), and after adding 2N aqueous sodium carbonate solution (1.2 mL) to the mixture, the atmosphere was replaced with nitrogen and the mixture was stirred at 65° C. for 2... Reactants: C(=C)Br (vinyl bromide), [Mg] (magnesium), CC1=C(C(CCC1)(C)C)/C=C/C(=O)C (beta ionone), C(=C)Br (vinyl bromide). The solvent is C1CCOC1 (THF), C1CCOC1 (THF), C1CCOC1 (THF). Run at temperature 7.5 celsius. The product is CC1=C(C(CCC1)(C)C)/C=C/C(C)(C=C)O (Vinyl beta-ionol). Yield: 837.1%. Reaction SMILES: [Mg].[CH:2](Br)=[CH2:3].[CH3:5][C:6]1[CH2:11][CH2:10][CH2:9][C:8]([CH3:13])([CH3:12])[C:7]=1/[CH:14]=[CH:15]/[C:16]([CH3:18])=[O:17]>C1COCC1>[CH3:5][C:6]1[CH2:11][CH2:10][CH2:9][C:8]([CH3:12])([CH3:13])[C:7]=1/[CH:14]=[CH:15]/[C:16]([OH:17])([CH:2]=[CH2:3])[CH3:18]. Procedure: 0.1 mols of magnesium turnings are suspended in 50 ml of THF and treated with some drops of a solution of 0.12 mols of vinyl bromide in 100 ml of THF with stirring and under nitrogen atmosphere. As soon as the Grignard starts to form, the mixture is is cooled to 5-10° C. and added with the remaining solution of vinyl bromide in 30 min. The mixture is then cooled to −60° C. and added with 0.09 mols of beta ionone in 100 ml of THF in 20 min. The mixture is left to warm to room temperature, then he... The reactants are S(=O)(=O)(OCC)OCC (diethyl sulphate), β-ionol alcoholate, CC1=C(C(CCC1)(C)C)/C=C/C(C)O (β-ionol), [H-].[Na+] (sodium hydride). Yields the product CCOC(C)/C=C/C1=C(CCCC1(C)C)C (β-ionyl ethyl ether). As a reaction SMILES: S(OCC)(O[CH2:5][CH3:6])(=O)=O.[CH3:10][C:11]1[CH2:16][CH2:15][CH2:14][C:13]([CH3:18])([CH3:17])[C:12]=1/[CH:19]=[CH:20]/[CH:21]([OH:23])[CH3:22].[H-].[Na+]>>[CH3:5][CH2:6][O:23][CH:21](/[CH:20]=[CH:19]/[C:12]1[C:13]([CH3:17])([CH3:18])[CH2:14][CH2:15][CH2:16][C:11]=1[CH3:10])[CH3:22] |f:2.3|. Procedure details: 74.0 g (0.48 mol) of diethyl sulphate were added dropwise to a suspension of β-ionol alcoholate [obtained from 65.8 g (0.34 mol) of β-ionol and 18.4 g (ca 0.44 mol) of 55%-60% sodium hydride in 600 ml of benzene] in such a manner that the temperature did not exceed 50° C. Subsequently, the mixture was stirred at reflux for 3 hours, cooled and worked-up as described in Example 1. Crude distillation of the crude product (72.0 g) gave 50.2 g of crude product which were subsequently purified by dist... Reactants: BrC1=C(C=C(C=C1C)C(C)(C)C)C (2-bromo-1,3-dimethyl-5-t-butylbenzene), C1(=CC(=CC=C1)C)C (metaxylene), liquid, crude product, BrC1=C(C=C(C=C1C)C(C)(C)C)C (2-bromo-1,3-dimethyl-5-t-butylbenzene). Run at temperature 0 celsius, time 2.5 hour. Yields the product CC1=CC(=CC(=C1)C(C)(C)C)C (1,3-dimethyl-5-t-butylbenzene), BrC1=C(C=CC=C1C)C (2-bromo-1,3-dimethylbenzene). As a reaction SMILES: [Br:1][C:2]1[C:7]([CH3:8])=[CH:6][C:5]([C:9]([CH3:12])([CH3:11])[CH3:10])=[CH:4][C:3]=1[CH3:13].C1(C)C=CC=C(C)C=1>>[CH3:8][C:7]1[CH:6]=[C:5]([C:9]([CH3:11])([CH3:10])[CH3:12])[CH:4]=[C:3]([CH3:13])[CH:2]=1.[Br:1][C:2]1[C:7]([CH3:8])=[CH:6][CH:5]=[CH:4][C:3]=1[CH3:13]. Reported procedure: A plastic bottle having a 25 ml. capacity was charged with 2.42 grams (0.01 mole) of 2-bromo-1,3-dimethyl-5-t-butylbenzene, 4.12 grams (0.04 mole) of metaxylene and 4.0 grams of liquid HF. The contents were stirred at 0° C. for 2.5 hours. Analysis of the crude product showed about 10% conversion of 2-bromo-1,3-dimethyl-5-t-butylbenzene to give equal molar amounts of 1,3-dimethyl-5-t-butylbenzene and 2-bromo-1,3-dimethylbenzene. Starting materials: C(#N)C1=CC(=NN1C1=CC=C(C=C1)[N+](=O)[O-])C=1C=NC=CC1 (5-Cyano-3-(3-pyridyl)-1-(4′-nitrophenyl)pyrazole), SnCl2H2O, [OH-].[Na+] (NaOH). The solvent is Cl.CC(=O)O (HCl HOAc). Reaction conditions: time 8 hour. The product is C(#N)C1=CC(=NN1C1=CC=C(C=C1)N)C=1C=NC=CC1 (5-Cyano-3-(3-Pyridyl)-1-(4′-aminophenyl)pyrazole). Isolated yield 99.5%. As a reaction SMILES: [C:1]([C:3]1[N:7]([C:8]2[CH:13]=[CH:12][C:11]([N+:14]([O-])=O)=[CH:10][CH:9]=2)[N:6]=[C:5]([C:17]2[CH:18]=[N:19][CH:20]=[CH:21][CH:22]=2)[CH:4]=1)#[N:2].[OH-].[Na+]>Cl.CC(O)=O>[C:1]([C:3]1[N:7]([C:8]2[CH:9]=[CH:10][C:11]([NH2:14])=[CH:12][CH:13]=2)[N:6]=[C:5]([C:17]2[CH:18]=[N:19][CH:20]=[CH:21][CH:22]=2)[CH:4]=1)#[N:2] |f:1.2,3.4|. Procedure details: 5-Cyano-3-(3-pyridyl)-1-(4′-nitrophenyl)pyrazole (4.3 g, 15 mmol) was added to stirred slurry of SnCl2H2O (20 g, 90 mmol) in HCl/HOAc (35 mL/35 mL). A thick suspension formed and was stirred overnight. The reaction mixture was carefully basified with 50% NaOH to pH 13. The resulting solids were filtered, washed with water and dried to give the title compound (3.9 g, 99%). Starting materials: C(=O)(O)CNC1=C(C(=O)O)C=C(C=C1)Cl (2-(N-carboxymethylamino)-5-chlorobenzoic acid), C(C)(=O)[O-].[Na+] (sodium acetate), C(C)(=O)OC(C)=O (acetic anhydride). Run at temperature 60 celsius, time 5 hour. The product is C(C)(=O)N1C=C(C2=CC(=CC=C12)Cl)OC(C)=O (1-acetyl-5-chloro-3-acetoxyindole). Yield: 64.0%. RXN SMILES: C([CH2:4][NH:5][C:6]1[CH:14]=[CH:13][C:12]([Cl:15])=[CH:11][C:7]=1[C:8](O)=O)(O)=O.[C:16]([O-:19])(=[O:18])[CH3:17].[Na+].C(O[C:25](=[O:27])[CH3:26])(=O)C>>[C:25]([N:5]1[C:6]2[C:7](=[CH:11][C:12]([Cl:15])=[CH:13][CH:14]=2)[C:8]([O:18][C:16](=[O:19])[CH3:17])=[CH:4]1)(=[O:27])[CH3:26] |f:1.2|. Reported procedure: 2-(N-carboxymethylamino)-5-chlorobenzoic acid (1.20 g, 5.2 mmol) and anhydrous sodium acetate (0.6 g, 7.3 mmol) were dissolved in 8 ml acetic anhydride. After stirred for 5 hours at 60° C., the reaction mixture was cooled down to room temperature, and the sodium acetate was filtered off. The filtrate was concentrated, and the residue was dissolved in 100 ml ethyl acetate. 100 ml water and 20 ml saturated sodium bicarbonate were added to the solution, and the organic layer was separated. The aque... The reactants are C(C#CCO)O (2-butyne-1,4-diol), [H-].[Na+] (NaH), C(C)(C)C=1C=CC(=NC1)S(=O)(=O)NC1=NC=NC(=C1C1=CC=C(C=C1)C)Cl (5-isopropyl-N-[6-chloro-5-(p-tolyl)-4-pyrimidinyl]-2-pyridine sulfonamide). The solvent is CN(C)C=O (DMF), CN1CCCN(C1=O)C (DMPU). Conditions: temperature 90 celsius, time 80 hour. The product is C(C)(C)C=1C=CC(=NC1)S(=O)(=O)NC1=NC=NC(=C1C1=CC=C(C=C1)C)OCC#CCO (5-isopropyl-N-[6-(4-hydroxy-2-butynyloxy)-5-(p-tolyl)-4-pyrimidinyl]-2-pyridine sulfonamide). Isolated yield 35.3%. As a reaction SMILES: [CH2:1]([OH:6])[C:2]#[C:3][CH2:4][OH:5].[H-].[Na+].[CH:9]([C:12]1[CH:13]=[CH:14][C:15]([S:18]([NH:21][C:22]2[C:27]([C:28]3[CH:33]=[CH:32][C:31]([CH3:34])=[CH:30][CH:29]=3)=[C:26](Cl)[N:25]=[CH:24][N:23]=2)(=[O:20])=[O:19])=[N:16][CH:17]=1)([CH3:11])[CH3:10]>CN(C=O)C.CN1C(=O)N(C)CCC1>[CH:9]([C:12]1[CH:13]=[CH:14][C:15]([S:18]([NH:21][C:22]2[C:27]([C:28]3[CH:29]=[CH:30][C:31]([CH3:34])=[CH:32][CH:33]=3)=[C:26]([O:5][CH2:4][C:3]#[C:2][CH2:1][OH:6])[N:25]=[CH:24][N:23]=2)(=[O:20])=[O:19])=[N:16][CH:17]=1)([CH3:11])[CH3:10] |f:1.2|. Procedure: To a solution of 21.5 g of 2-butyne-1,4-diol in 200 ml of DMF and 50 ml of DMPU was added in portions 5.5 g of NaH 55% in mineral oil. After the evolution of gas had ceased 5.04 g of 5-isopropyl-N-[6-chloro-5-(p-tolyl)-4-pyrimidinyl]-2-pyridine sulfonamide was added and the resulting mixture was stirred for 80 h at 90° C. The solvent was removed in vacuo and the residue was partitioned between 300 ml of 10% aqueous citric acid and 300 ml of ethyl acetate. The aqueous phase was extracte two more ... Reactants: CN1CCC(=CC1)C1=CNC2=NC=CC=C12 (3-(1-methyl-1,2,3,6-tetrahydro-4-pyridinyl)-1H-7-azaindole), FC1=CC=C(C=C1)S(=O)(=O)Cl (4-fluorobenzenesulfonyl chloride). Product: FC1=CC=C(C=C1)S(=O)(=O)N1C=C(C2=CC=CN=C12)C=1CCN(CC1)C (1-(4-Fluorobenzenesulfonyl)-3-(1-methyl-1,2,3,6-tetrahydro-4-pyridinyl)-7-azaindole). Reaction SMILES: [CH3:1][N:2]1[CH2:7][CH:6]=[C:5]([C:8]2[C:16]3[C:11](=[N:12][CH:13]=[CH:14][CH:15]=3)[NH:10][CH:9]=2)[CH2:4][CH2:3]1.[F:17][C:18]1[CH:23]=[CH:22][C:21]([S:24](Cl)(=[O:26])=[O:25])=[CH:20][CH:19]=1>>[F:17][C:18]1[CH:23]=[CH:22][C:21]([S:24]([N:10]2[C:11]3[C:16](=[CH:15][CH:14]=[CH:13][N:12]=3)[C:8]([C:5]3[CH2:4][CH2:3][N:2]([CH3:1])[CH2:7][CH:6]=3)=[CH:9]2)(=[O:26])=[O:25])=[CH:20][CH:19]=1. Reported procedure: (21.1 mg, 48%); from 3-(1-methyl-1,2,3,6-tetrahydro-4-pyridinyl)-1H-7-azaindole (24.9 mg, 0.12 mmol) and 4-fluorobenzenesulfonyl chloride (47 mg, 0.24 mmol); HRMS-FAB+ for C19H18N3O2SF: calculated MH+:372.11819; found:372.11690.